The task is: describe an organic reaction: reactants, conditions, products, and yield. This data is from the Open Reaction Database (ORD), a public repository of structured organic reaction records. Starting materials: OC1=CC(NC=C1)=O (4-hydroxy-2-pyridone), C(CCCCCCCCC)(=O)Cl (n-decanoyl chloride). The product is C(CCCCCCCCC)(=O)OC1=CC(NC=C1)=O (4-n-decanoyloxy-2-pyridone). The yield is 15.5%. RXN SMILES: [OH:1][C:2]1[CH:7]=[CH:6][NH:5][C:4](=[O:8])[CH:3]=1.[C:9](Cl)(=[O:19])[CH2:10][CH2:11][CH2:12][CH2:13][CH2:14][CH2:15][CH2:16][CH2:17][CH3:18]>>[C:9]([O:1][C:2]1[CH:7]=[CH:6][NH:5][C:4](=[O:8])[CH:3]=1)(=[O:19])[CH2:10][CH2:11][CH2:12][CH2:13][CH2:14][CH2:15][CH2:16][CH2:17][CH3:18]. Procedure details: The general procedure of Example 12 was repeated using 1.00 g of 4-hydroxy-2-pyridone and 2.05 g of n-decanoyl chloride to produce 370 mg of the title compound in a yield of 15%. The reactants are OC(C([O-])=N)CCCCCCC1=CC=CC=C1 (2-hydroxy-8-phenyloctanimidate), C(C)(=O)OCC (ethyl acetate). The solvent is O (water). The product is OC(C(=O)OC)CCCCCCC1=CC=CC=C1 (methyl 2-hydroxy-8-phenyloctanoate). RXN SMILES: [OH:1][CH:2]([CH2:6][CH2:7][CH2:8][CH2:9][CH2:10][CH2:11][C:12]1[CH:17]=[CH:16][CH:15]=[CH:14][CH:13]=1)[C:3](=N)[O-:4].[C:18](OCC)(=[O:20])C>O>[OH:1][CH:2]([CH2:6][CH2:7][CH2:8][CH2:9][CH2:10][CH2:11][C:12]1[CH:17]=[CH:16][CH:15]=[CH:14][CH:13]=1)[C:3]([O:20][CH3:18])=[O:4]. Procedure: A two-phase solution of the 2-hydroxy-8-phenyloctanimidate, ethyl acetate (50 mL), and water (50 mL) was stirred overnight. The layers were separated and the organic phase was dried (Na2SO4), filtered and concentrated to yield methyl 2-hydroxy-8-phenyloctanoate as an oil. The oil was dissolved in 9:1 dioxane-water (50 mL) containing LiOH (1.7 g). After 2 h of stirring, the mixture was acidified with 2N HCL to pH˜3. The resulting mixture was extracted twice with EtOAc and the combined organic pha... Reactants: ClC1=C(C=CC=C1)C1CC(C=2C(=CNC2C1)C)=O (6-(2-chlorophenyl)-3-methyl-4,5,6,7-tetrahydroindol-4-one), [H-].[Na+] (sodium hydride), CS(=O)(=O)Cl (methanesulfonylchloride). Solvent: CN(C=O)C (dimethylformamide), CN(C=O)C (dimethylformamide). Conditions: time 30 minute. The product is ClC1=C(C=CC=C1)C1CC(C=2C(=CN(C2C1)S(=O)(=O)C)C)=O (6-(2-chlorophenyl)-1-methanesulfonyl-3-methyl-4,5,6,7-tetrahydroindol-4-one). The yield is 23.1%. Reaction SMILES: [H-].[Na+].[Cl:3][C:4]1[CH:9]=[CH:8][CH:7]=[CH:6][C:5]=1[CH:10]1[CH2:18][C:17]2[NH:16][CH:15]=[C:14]([CH3:19])[C:13]=2[C:12](=[O:20])[CH2:11]1.[CH3:21][S:22](Cl)(=[O:24])=[O:23]>CN(C)C=O>[Cl:3][C:4]1[CH:9]=[CH:8][CH:7]=[CH:6][C:5]=1[CH:10]1[CH2:18][C:17]2[N:16]([S:22]([CH3:21])(=[O:24])=[O:23])[CH:15]=[C:14]([CH3:19])[C:13]=2[C:12](=[O:20])[CH2:11]1 |f:0.1|. Reported procedure: To a suspension of 60% sodium hydride (0.18 g, washed with hexane thrice) in dimethylformamide (10 ml) was added 6-(2-chlorophenyl)-3-methyl-4,5,6,7-tetrahydroindol-4-one (1.0 g), and the mixture was stirred at room temperature for 30 minutes. To the mixture was added methanesulfonylchloride (0.53 g) in dimethylformamide (3 ml), and the mixture was stirred at the same temperature for 9 hours. Under reduced pressure, the solvent was evaporated, and the residue was dissolved in ethyl acetate. The ...